Dataset: the Open Reaction Database (ORD), a public repository of structured organic reaction records. Task: describe an organic reaction: reactants, conditions, products, and yield Reactants: NOCc1ccccc1, CCc1cc(-c2ccc(C=O)o2)c(C)[nH]c1=O. RXN SMILES: [CH2:18]([c:19]1[cH:20][cH:21][cH:22][cH:23][cH:24]1)[O:25][NH2:26].[CH2:1]([CH3:2])[c:3]1[cH:4][c:5](-[c:11]2[cH:12][cH:13][c:14]([CH:16]=[O:17])[o:15]2)[c:6]([CH3:10])[nH:7][c:8]1=[O:9]>>[CH2:1]([CH3:2])[c:3]1[cH:4][c:5](-[c:11]2[cH:12][cH:13][c:14]([CH:16]=[N:26][O:25][CH2:18][c:19]3[cH:20][cH:21][cH:22][cH:23][cH:24]3)[o:15]2)[c:6]([CH3:10])[nH:7][c:8]1=[O:9]. The product is CCc1cc(-c2ccc(C=NOCc3ccccc3)o2)c(C)[nH]c1=O.